From a dataset of the Open Reaction Database (ORD), a public repository of structured organic reaction records. describe an organic reaction: reactants, conditions, products, and yield The reactants are C(C)(C)(C)OC([C@H]1NCCC1)=O ((S)-proline tert-butyl ester), C(C)(C)N(CC)C(C)C (diisopropylethylamine), ice, C(C1=CC=CC=C1)OC(=O)Cl (benzylchloroformate). Run in C1CCOC1 (THF). Conditions: time 5 minute. The product is C(C)(C)(C)OC([C@H]1N(CCC1)C(=O)OCC1=CC=CC=C1)=O ((S)-N-Cbz-Proline tert-Butyl Ester). Isolated yield 2.3%. As a reaction SMILES: [C:1]([O:5][C:6](=[O:12])[C@@H:7]1[CH2:11][CH2:10][CH2:9][NH:8]1)([CH3:4])([CH3:3])[CH3:2].C(N(C(C)C)CC)(C)C.[CH2:22]([O:29][C:30](Cl)=[O:31])[C:23]1[CH:28]=[CH:27][CH:26]=[CH:25][CH:24]=1>C1COCC1>[C:1]([O:5][C:6](=[O:12])[C@@H:7]1[CH2:11][CH2:10][CH2:9][N:8]1[C:30]([O:29][CH2:22][C:23]1[CH:28]=[CH:27][CH:26]=[CH:25][CH:24]=1)=[O:31])([CH3:4])([CH3:2])[CH3:3]. Procedure: An ice-cooled (0° C.) stirred solution of (S)-proline tert-butyl ester (2) (24.5 g, 143 mmol) and anhydrous diisopropylethylamine (DIPEA) (32.4 mL, 186 mmol) in dry THF (400 mL) was treated with benzylchloroformate (24.6 mL, 172 mmol). After 5 min, the cooling bath and removed and the reaction mixture was stirred at room temperature for 6 h. The mixture was poured into ether (500 mL) and 1 N HCl (400 mL). The organic fraction was washed with H2O (200 mL) and brine (200 mL), and dried over MgSO4....